This data is from the Open Reaction Database (ORD), a public repository of structured organic reaction records. The task is: describe an organic reaction: reactants, conditions, products, and yield Reactants: BrC1=CC=C2C=C(C(=C(C2=C1)C1=CC=C(C=C1)Cl)C(C(=O)OCC)OC(C)(C)C)C (ethyl 2-(7-bromo-1-(4-chlorophenyl)-3-methylnaphthalen-2-yl)-2-tert-butoxyacetate), C(#C)C1(CCCC1)O (1-ethynylcyclopentanol), 2.6u. Solvent: CC#N.O (MeCN H2O). Product: C(C)(C)(C)OC(C(=O)O)C1=C(C2=CC(=CC=C2C=C1C)C#CC1(CCCC1)O)C1=CC=C(C=C1)Cl (2-tert-butoxy-2-(1-(4-chlorophenyl)-7-((1-hydroxycyclopentyl)ethynyl)-3-methylnaphthalen-2-yl)acetic acid). As a reaction SMILES: Br[C:2]1[CH:11]=[C:10]2[C:5]([CH:6]=[C:7]([CH3:30])[C:8]([CH:19]([O:25][C:26]([CH3:29])([CH3:28])[CH3:27])[C:20]([O:22]CC)=[O:21])=[C:9]2[C:12]2[CH:17]=[CH:16][C:15]([Cl:18])=[CH:14][CH:13]=2)=[CH:4][CH:3]=1.[C:31]([C:33]1([OH:38])[CH2:37][CH2:36][CH2:35][CH2:34]1)#[CH:32]>CC#N.O>[C:26]([O:25][CH:19]([C:8]1[C:7]([CH3:30])=[CH:6][C:5]2[C:10](=[CH:11][C:2]([C:32]#[C:31][C:33]3([OH:38])[CH2:37][CH2:36][CH2:35][CH2:34]3)=[CH:3][CH:4]=2)[C:9]=1[C:12]1[CH:17]=[CH:16][C:15]([Cl:18])=[CH:14][CH:13]=1)[C:20]([OH:22])=[O:21])([CH3:28])([CH3:27])[CH3:29] |f:2.3|. Reported procedure: 2-tert-Butoxy-2-(1-(4-chlorophenyl)-7-((1-hydroxycyclopentyl)ethynyl)-3-methylnaphthalen-2-yl)acetic acid (73) was prepared by the method of Example 67 from ethyl 2-(7-bromo-1-(4-chlorophenyl)-3-methylnaphthalen-2-yl)-2-tert-butoxyacetate using 1-ethynylcyclopentanol. 1H-NMR: 400 MHz, (CD3OD) δ: 7.73 (d, J=9 Hz, 1H), 7.67 (s, 1H), 7.56 (m, 3H), 7.39 (d, J=8 Hz, 1H), 7.30 (d, J=8 Hz, 1H), 7.26 (s, 1H), 5.17 (s, 1H), 2.60 (s, 3H), 1.93 (m, 4H), 1.78 (m, 4H), 0.98 (s, 9H). HPLC (Kinetex 2.6u, 50×4.... Starting materials: C(C)OC[C@]12C(CC([C@H](CC1)O2)=O)=O ((1S*,5S*)-1-Ethoxymethyl-8-oxabicyclo[3.2.1]octane-2,4-dione), C(Cl)(Cl)Cl (chloroform), Cl (hydrochloric acid), C(C)(=O)[O-].C(C)(=O)[O-].C(C)(=O)[O-].BrC1=CC(=C(C=C1)[Pb+3])CC (4-Bromo-2-ethylphenyllead triacetate). The reagents and catalysts are CN(C1=CC=NC=C1)C (4-dimethylaminopyridine). Run in C1(=CC=CC=C1)C (toluene). Reaction conditions: temperature 80 celsius. Yields the product BrC1=CC(=C(C=C1)C1C([C@]2(CC[C@@H](C1=O)O2)COCC)=O)CC ((1S*,5S*)-3-(4-bromo-2-ethylphenyl)-1-ethoxymethyl-8-oxabicyclo[3.2.1]octane-2,4-dione). The yield is 29.2%. Reaction SMILES: [CH2:1]([O:3][CH2:4][C@@:5]12[O:12][C@@H:9]([CH2:10][CH2:11]1)[C:8](=[O:13])[CH2:7][C:6]2=[O:14])[CH3:2].C(Cl)(Cl)Cl.C([O-])(=O)C.C([O-])(=O)C.C([O-])(=O)C.[Br:31][C:32]1[CH:37]=[CH:36][C:35]([Pb+3])=[C:34]([CH2:39][CH3:40])[CH:33]=1.Cl>CN(C)C1C=CN=CC=1.C1(C)C=CC=CC=1>[Br:31][C:32]1[CH:37]=[CH:36][C:35]([CH:7]2[C:8](=[O:13])[C@H:9]3[O:12][C@:5]([CH2:4][O:3][CH2:1][CH3:2])([CH2:11][CH2:10]3)[C:6]2=[O:14])=[C:34]([CH2:39][CH3:40])[CH:33]=1 |f:2.3.4.5|. Procedure: (1S*,5S*)-1-Ethoxymethyl-8-oxabicyclo[3.2.1]octane-2,4-dione (0.8 g, 4.04 mmol) and 4-dimethylaminopyridine (2.4 g, 19.67 mmol) are added to a mixture of chloroform (16 ml) and toluene (4 ml). The reaction mixture is flushed with nitrogen for 15 minutes at ambient temperature. 4-Bromo-2-ethylphenyllead triacetate (2.49 g, 4.38 mmol) is added in one portion and the reaction mixture is stirred and heated to 80° C. (pre-heated oil bath) under an atmosphere of nitrogen for 1 hour. The reaction mixtu...